From a dataset of the Open Reaction Database (ORD), a public repository of structured organic reaction records. describe an organic reaction: reactants, conditions, products, and yield Reactants: C1C(OCC(O1)(CO)O)(CO)O (1,3-dihydroxyacetone dimer), CO (methanol), C(C)(=O)OC(C)=O (acetic anhydride). The reagents and catalysts are CN(C)C1=CC=NC=C1 (4-(N,N-dimethylamino)pyridine). The solvent is N1=CC=CC=C1 (pyridine). Run at time 30 minute. The product is C(C)(=O)OCC(=O)COC(C)=O (1,3-diacetoxyacetone). RXN SMILES: C1O[C:5]([OH:9])([CH2:7][OH:8])[CH2:4][O:3][C:2]1([OH:12])[CH2:10]O.[C:13](OC(=O)C)(=[O:15])[CH3:14].CO>CN(C1C=CN=CC=1)C.N1C=CC=CC=1>[C:13]([O:8][CH2:7][C:5]([CH2:4][O:3][C:2](=[O:12])[CH3:10])=[O:9])(=[O:15])[CH3:14]. Reported procedure: Under an atmosphere of argon, 90 g of 1,3-dihydroxyacetone dimer and 250 mg of 4-(N,N-dimethylamino)pyridine were dissolved in 250 ml of pyridine. To the resulting solution, 225 ml of acetic anhydride was added droopowise at room temperature over 1 hour. After the resulting liquid was stirred at room temperature for 30 minutes, thereto was added 50 ml of methanol and the resulting liquid was further stirred at room temperature for 30 minutes. The solvent was removed under reduced pressure and th... Starting materials: CC=1C(=C(C=CC1)N=C=S)N1CCOCC1 (3-methyl-2-morpholinophenyl isothiocyanate), N (ammonia). Solvent: C(C)O (ethanol), C(C)O (ethanol). The product is CC=1C(=C(C=CC1)NC(=S)N)N1CCOCC1 (1-(3-methyl-2-morpholinophenyl)thiourea). Reaction SMILES: [CH3:1][C:2]1[C:3]([N:11]2[CH2:16][CH2:15][O:14][CH2:13][CH2:12]2)=[C:4]([N:8]=[C:9]=[S:10])[CH:5]=[CH:6][CH:7]=1.[NH3:17]>C(O)C>[CH3:1][C:2]1[C:3]([N:11]2[CH2:16][CH2:15][O:14][CH2:13][CH2:12]2)=[C:4]([NH:8][C:9]([NH2:17])=[S:10])[CH:5]=[CH:6][CH:7]=1. Reported procedure: Reaction of 3-methyl-2-morpholinophenyl isothiocyanate (8 g) in ethanol (5 ml) with a saturated solution of ammonia in ethanol (60 ml) at room temperature for 4 hours gave 1-(3-methyl-2-morpholinophenyl)thiourea (m.p. 178°-179° C.). Starting materials: P(OCCCl)(OCCCl)[O-] (bis(2-chloroethyl) phosphite), C(Cl)(Cl)(Cl)Cl (carbon tetrachloride). The solvent is C(C)N(CC)CC (triethylamine). The product is P(OCCCl)(OCCCl)(=O)Cl (bis(2-chloroethyl) phosphorochloridate). As a reaction SMILES: [P:1]([O-:10])([O:6][CH2:7][CH2:8][Cl:9])[O:2][CH2:3][CH2:4][Cl:5].C(Cl)(Cl)(Cl)[Cl:12]>C(N(CC)CC)C>[P:1]([Cl:12])(=[O:10])([O:6][CH2:7][CH2:8][Cl:9])[O:2][CH2:3][CH2:4][Cl:5]. Procedure details: A total of 1.1 moles of bis(2-chloroethyl) phosphite was reacted with 2.1 moles of carbon tetrachloride in the presence of 2 mls. of triethylamine. The bis(2-chloroethyl) phosphorochloridate thus formed was directly reacted with 0.5 mole of hydroquinone in the presence of 1.1 moles of pyridine. The reaction product was washed with aqueous sulfuric acid, water, and finally with aqueous ammonium hydroxide. After evaporating the carbon tetrachloride solvent and the chloroform which was formed, a 94...